This data is from the Open Reaction Database (ORD), a public repository of structured organic reaction records. The task is: describe an organic reaction: reactants, conditions, products, and yield Starting materials: CCC(Br)C(=O)OC, CC1CCCO1, O=C1CCC(c2cccc(Cl)c2)C(c2ccc(Cl)cc2)N1, [H-], [Na+]. Product: CCC(C(=O)OC)N1C(=O)CCC(c2cccc(Cl)c2)C1c1ccc(Cl)cc1. RXN SMILES: [Br:24][CH:25]([C:26](=[O:27])[O:28][CH3:29])[CH2:30][CH3:31].[CH3:32][CH:33]1[CH2:34][CH2:35][CH2:36][O:37]1.[Cl:3][c:4]1[cH:5][c:6]([CH:10]2[CH2:11][CH2:12][C:13](=[O:23])[NH:14][CH:15]2[c:16]2[cH:17][cH:18][c:19]([Cl:22])[cH:20][cH:21]2)[cH:7][cH:8][cH:9]1.[H-:1].[Na+:2]>>[Cl:3][c:4]1[cH:5][c:6]([CH:10]2[CH2:11][CH2:12][C:13](=[O:23])[N:14]([CH:25]([C:26](=[O:27])[O:28][CH3:29])[CH2:30][CH3:31])[CH:15]2[c:16]2[cH:17][cH:18][c:19]([Cl:22])[cH:20][cH:21]2)[cH:7][cH:8][cH:9]1. Reactants: ClCCl, COc1ccc(CN2CCC(N(C(=O)[O-])C(C)(C)C)CC2)cc1, O=C(O)C(F)(F)F. Product: COc1ccc(CN2CCC(N)CC2)cc1. RXN SMILES: [CH2:31]([Cl:32])[Cl:33].[CH3:1][C:2]([N:5]([C:3](=[O:4])[O-:6])[CH:9]1[CH2:10][CH2:11][N:12]([CH2:15][c:16]2[cH:17][cH:18][c:19]([O:22][CH3:23])[cH:20][cH:21]2)[CH2:13][CH2:14]1)([CH3:7])[CH3:8].[OH:24][C:25]([C:26]([F:27])([F:28])[F:29])=[O:30]>>[NH2:5][CH:9]1[CH2:10][CH2:11][N:12]([CH2:15][c:16]2[cH:17][cH:18][c:19]([O:22][CH3:23])[cH:20][cH:21]2)[CH2:13][CH2:14]1. The reactants are BrC=1C=C(C=O)C=CC1O (3-bromo-4-hydroxybenzaldehyde), NC1=C(C=CC(=C1)C(F)(F)F)S (2-amino-4-(trifluoromethyl)benzenethiol). Run in CN(C=O)C (N,N-dimethylformamide). Conditions: temperature 100 celsius. The product is BrC1=C(C=CC(=C1)C=1SC2=C(N1)C=C(C=C2)C(F)(F)F)O (2-bromo-4-(5-(trifluoromethyl)benzo[d]thiazol-2-yl)phenol). RXN SMILES: [Br:1][C:2]1[CH:3]=[C:4]([CH:7]=[CH:8][C:9]=1[OH:10])[CH:5]=O.[NH2:11][C:12]1[CH:17]=[C:16]([C:18]([F:21])([F:20])[F:19])[CH:15]=[CH:14][C:13]=1[SH:22]>CN(C)C=O>[Br:1][C:2]1[CH:3]=[C:4]([C:5]2[S:22][C:13]3[CH:14]=[CH:15][C:16]([C:18]([F:19])([F:20])[F:21])=[CH:17][C:12]=3[N:11]=2)[CH:7]=[CH:8][C:9]=1[OH:10]. Procedure: In a N,N-dimethylformamide (DMF) solvent, a suspension of 3-bromo-4-hydroxybenzaldehyde (1.0 eq.) and 2-amino-4-(trifluoromethyl)benzenethiol (1.0 eq.) was heated at a temperature of 100° C. After cooling, DMF was removed therefrom under reduced pressure. Methylene chloride was added to the resultant solid, and the produced precipitate was filtered, and washed with methylene chloride to obtain a solid target product.